Dataset: the Open Reaction Database (ORD), a public repository of structured organic reaction records. Task: describe an organic reaction: reactants, conditions, products, and yield Reactants: [N+](=O)([O-])C1=CC=C(C(=O)N2CC=3N(CC4=C2C=CC=C4)C=CC3)C=C1 (10,11-dihydro-10-(4-nitrobenzoyl)-5H-pyrrolo[2,1-c][1,4]benzodiazepine), NN (hydrazine). The reagents and catalysts are [Pd] (Pd/C). Solvent: C(C)O (ethyl alcohol). The product is NC1=CC=C(C(=O)N2CC=3N(CC4=C2C=CC=C4)C=CC3)C=C1 (10,11-Dihydro-10-(4-aminobenzoyl)-5H-pyrrolo[2,1-c][1,4]benzodiazepine). Isolated yield 97.8%. Reaction SMILES: [N+:1]([C:4]1[CH:25]=[CH:24][C:7]([C:8]([N:10]2[C:16]3[CH:17]=[CH:18][CH:19]=[CH:20][C:15]=3[CH2:14][N:13]3[CH:21]=[CH:22][CH:23]=[C:12]3[CH2:11]2)=[O:9])=[CH:6][CH:5]=1)([O-])=O.NN>C(O)C.[Pd]>[NH2:1][C:4]1[CH:25]=[CH:24][C:7]([C:8]([N:10]2[C:16]3[CH:17]=[CH:18][CH:19]=[CH:20][C:15]=3[CH2:14][N:13]3[CH:21]=[CH:22][CH:23]=[C:12]3[CH2:11]2)=[O:9])=[CH:6][CH:5]=1. Reported procedure: To a solution of 21.58 g of 10,11-dihydro-10-(4-nitrobenzoyl)-5H-pyrrolo[2,1-c][1,4]benzodiazepine in 325 ml of ethyl alcohol is added 2.15 g of 10% Pd/C and 5.16 g of hydrazine followed by stirring and heating under reflux for 15 hours. The room temperature reaction mixture is filtered through diatomaceous earth. The filtrate is concentrated in vacuo to a solid which is dissolved in methylene chloride and passed through a pad of hydrous magnesium silicate. The filtrate is concentrated in vacuo ...